Dataset: the Open Reaction Database (ORD), a public repository of structured organic reaction records. Task: describe an organic reaction: reactants, conditions, products, and yield The reactants are BrC=1C=C2C(=NC1)NC=C2C2=NC(=NC(=C2)CC)N (4-(5-bromo-1H-pyrrolo[2,3-b]pyridin-3-yl)-6-ethylpyrimidin-2-ylamine), CC1=NNC=C1B1OC(C)(C)C(C)(C)O1 (methylpyrazole-4-boronic acid pinacol ester), C(=O)([O-])[O-].[Na+].[Na+] (Na2CO3). Reagents/catalysts: C=1C=CC(=CC1)[P](C=2C=CC=CC2)(C=3C=CC=CC3)[Pd]([P](C=4C=CC=CC4)(C=5C=CC=CC5)C=6C=CC=CC6)([P](C=7C=CC=CC7)(C=8C=CC=CC8)C=9C=CC=CC9)[P](C=1C=CC=CC1)(C=1C=CC=CC1)C=1C=CC=CC1 (tetrakis(triphenylphosphine)palladium(0)). Run in CN(C)C=O (DMF). Run at temperature 120 celsius. Yields the product C(C)C1=NC(=NC(=C1)C1=CNC2=NC=C(C=C21)C=2C=NN(C2)C)N (4-ethyl-6-[5-(1-methyl-1H-pyrazol-4-yl)-1H-pyrrolo[2,3-b]pyridin-3-yl]pyrimidin-2-ylamine). As a reaction SMILES: Br[C:2]1[CH:3]=[C:4]2[C:10]([C:11]3[CH:16]=[C:15]([CH2:17][CH3:18])[N:14]=[C:13]([NH2:19])[N:12]=3)=[CH:9][NH:8][C:5]2=[N:6][CH:7]=1.C[C:21]1[C:25](B2OC(C)(C)C(C)(C)O2)=[CH:24][NH:23][N:22]=1.[C:35]([O-])([O-])=O.[Na+].[Na+]>CN(C=O)C.C1C=CC([P]([Pd]([P](C2C=CC=CC=2)(C2C=CC=CC=2)C2C=CC=CC=2)([P](C2C=CC=CC=2)(C2C=CC=CC=2)C2C=CC=CC=2)[P](C2C=CC=CC=2)(C2C=CC=CC=2)C2C=CC=CC=2)(C2C=CC=CC=2)C2C=CC=CC=2)=CC=1>[CH2:17]([C:15]1[CH:16]=[C:11]([C:10]2[C:4]3[C:5](=[N:6][CH:7]=[C:2]([C:25]4[CH:21]=[N:22][N:23]([CH3:35])[CH:24]=4)[CH:3]=3)[NH:8][CH:9]=2)[N:12]=[C:13]([NH2:19])[N:14]=1)[CH3:18] |f:2.3.4,^1:49,51,70,89|. Procedure details: A suspension of 50 mg (0.157 mmol) of 4-(5-bromo-1H-pyrrolo[2,3-b]pyridin-3-yl)-6-ethylpyrimidin-2-ylamine, 56 mg (0.282 mmol) of methylpyrazole-4-boronic acid pinacol ester, 9 mg (0.008 mmol) of tetrakis(triphenylphosphine)palladium(0) and 0.45 ml of a 2M Na2CO3 solution (0.900 mmol) in 0.6 ml of DMF is heated for 30 min at 120° C. in the microwave. The reaction mixture is filtered, the filter cake is washed with MeOH, and the filtrate is evaporated in vacuo. The residue is purified by preparat... Reactants: FC1=CC=C(CCN2CCC(CC2)N2CCC3=CC=C(C=C23)CN)C=C1 (1-[1-(4-Fluorophenethyl)piperidin-4-yl]-6-aminomethylindoline), C(C(C)C)(=O)Cl (isobutyryl chloride). Solvent: C(C)N(CC)CC (triethylamine). The product is FC1=CC=C(CCN2CCC(CC2)N2CCC3=CC=C(C=C23)CNC(C(C)C)=O)C=C1 (1-[1-(4-fluorophenethyl)-piperidin-4-yl]-6-isobutyrylaminomethylindoline). Isolated yield 55.9%. Reaction SMILES: [F:1][C:2]1[CH:26]=[CH:25][C:5]([CH2:6][CH2:7][N:8]2[CH2:13][CH2:12][CH:11]([N:14]3[C:22]4[C:17](=[CH:18][CH:19]=[C:20]([CH2:23][NH2:24])[CH:21]=4)[CH2:16][CH2:15]3)[CH2:10][CH2:9]2)=[CH:4][CH:3]=1.[C:27](Cl)(=[O:31])[CH:28]([CH3:30])[CH3:29]>C(N(CC)CC)C>[F:1][C:2]1[CH:26]=[CH:25][C:5]([CH2:6][CH2:7][N:8]2[CH2:9][CH2:10][CH:11]([N:14]3[C:22]4[C:17](=[CH:18][CH:19]=[C:20]([CH2:23][NH:24][C:27](=[O:31])[CH:28]([CH3:30])[CH3:29])[CH:21]=4)[CH2:16][CH2:15]3)[CH2:12][CH2:13]2)=[CH:4][CH:3]=1. Procedure: 1-[1-(4-Fluorophenethyl)piperidin-4-yl]-6-aminomethylindoline (300 mg), triethylamine (80 mg) and isobutyryl chloride (90 mg) were treated as in Example 133 to give the title compound (200 mg) as white needles (yield: 58%). The reactants are COc1ccc(CCO)cc1OC, [H-], [Na+], CN(C)C=O, NS(=O)(=O)Cl. Yields the product COc1ccc(CCOS(N)(=O)=O)cc1OC. RXN SMILES: [CH3:1][O:2][c:3]1[cH:4][c:5]([CH2:6][CH2:7][OH:8])[cH:9][cH:10][c:11]1[O:12][CH3:13].[H-:14].[Na+:15].[O:21]=[CH:22][N:23]([CH3:24])[CH3:25].[S:16]([NH2:17])(=[O:18])(=[O:19])[Cl:20]>>[CH3:1][O:2][c:3]1[cH:4][c:5]([CH2:6][CH2:7][O:8][S:16]([NH2:17])(=[O:18])=[O:19])[cH:9][cH:10][c:11]1[O:12][CH3:13].